Dataset: the Open Reaction Database (ORD), a public repository of structured organic reaction records. Task: describe an organic reaction: reactants, conditions, products, and yield Starting materials: O=C([C@H](CC1=CC=CC=C1)NC(OC(C)(C)C)=O)NCC#C ((S)-tert-butyl (1-oxo-3-phenyl-1-(prop-2-yn-1-ylamino)propan-2-yl)carbamate). Reagents/catalysts: [Au](Cl)(Cl)Cl (gold (III) chloride). Run in CC#N (MeCN). Reaction conditions: temperature 50 celsius, time 8 hour. Product: CC1=CN=C(O1)[C@H](CC1=CC=CC=C1)NC(OC(C)(C)C)=O ((S)-tert-Butyl (1-(5-methyloxazol-2-yl)-2-phenylethyl)carbamate). Isolated yield 73.6%. As a reaction SMILES: [O:1]=[C:2]([NH:19][CH2:20][C:21]#[CH:22])[C@@H:3]([NH:11][C:12](=[O:18])[O:13][C:14]([CH3:17])([CH3:16])[CH3:15])[CH2:4][C:5]1[CH:10]=[CH:9][CH:8]=[CH:7][CH:6]=1>CC#N.[Au](Cl)(Cl)Cl>[CH3:22][C:21]1[O:1][C:2]([C@@H:3]([NH:11][C:12](=[O:18])[O:13][C:14]([CH3:17])([CH3:16])[CH3:15])[CH2:4][C:5]2[CH:10]=[CH:9][CH:8]=[CH:7][CH:6]=2)=[N:19][CH:20]=1. Procedure: To a solution of (S)-tert-butyl (1-oxo-3-phenyl-1-(prop-2-yn-1-ylamino)propan-2-yl)carbamate (95 mg, 0.31 mmol) in MeCN (1.6 mL) was added gold (III) chloride (9.5 mg, 0.031 mmol). The resulting reaction mixture was stirred at 50° C. overnight and then purified directly using flash chromatography (gradient from 0% to 100% EtOAc/hexanes) to give the title compound (69 mg, 73%) as a colorless oil. %). 1H NMR (CDCl3) δ 7.37-7.17 (m, 3H), 7.05 (d, J=6.4 Hz, 2H), 6.63 (s, 1H), 5.12 (br s, 2H), 3.33-3... The reactants are O.[OH-].[Li+] (lithium hydroxide monohydrate), COC(/C(=C/C1=CC=C(C=C1)Br)/NC(C1=C(C=C(C=C1)C(=O)NCC1=CC(=CC=C1)O)Cl)=O)=O ((Z)-3-(4-bromophenyl)-2-[[2-chloro-4-[[(3-hydroxybenzyl)amino]carbonyl]benzoyl]amino]propenoic acid methyl ester). Run in O (water), O1CCCC1.CO.O (tetrahydrofuran methanol water). Conditions: time 4 hour. Yields the product BrC1=CC=C(C=C1)\C=C(\C(=O)O)/NC(C1=C(C=C(C=C1)C(=O)NCC1=CC(=CC=C1)O)Cl)=O ((Z)-3-(4-bromophenyl)-2-[[2-chloro-4-[[(3-hydroxybenzyl)amino]carbonyl]benzoyl]amino]propenoic acid). The yield is 47.9%. Reaction SMILES: O.[OH-].[Li+].C[O:5][C:6](=[O:37])/[C:7](/[NH:16][C:17](=[O:36])[C:18]1[CH:23]=[CH:22][C:21]([C:24]([NH:26][CH2:27][C:28]2[CH:33]=[CH:32][CH:31]=[C:30]([OH:34])[CH:29]=2)=[O:25])=[CH:20][C:19]=1[Cl:35])=[CH:8]/[C:9]1[CH:14]=[CH:13][C:12]([Br:15])=[CH:11][CH:10]=1>O.O1CCCC1.CO.O>[Br:15][C:12]1[CH:13]=[CH:14][C:9](/[CH:8]=[C:7](\[NH:16][C:17](=[O:36])[C:18]2[CH:23]=[CH:22][C:21]([C:24]([NH:26][CH2:27][C:28]3[CH:33]=[CH:32][CH:31]=[C:30]([OH:34])[CH:29]=3)=[O:25])=[CH:20][C:19]=2[Cl:35])/[C:6]([OH:37])=[O:5])=[CH:10][CH:11]=1 |f:0.1.2,5.6.7|. Reported procedure: A solution of lithium hydroxide monohydrate (10.6 mg, 0.25 mmol) in water (1 mL) was added to a solution of (Z)-3-(4-bromophenyl)-2-[[2-chloro-4-[[(3-hydroxybenzyl)amino]carbonyl]benzoyl]amino]propenoic acid methyl ester (Example 224; 69 mg, 0.13 mmol) in tetrahydrofuran/methanol/water (3:1:1; 1.5 ml). The mixture was stirred for 4 h at room temperature and then acidified. The product was filtered off and purified by HPLC (Waters system) to give (Z)-3-(4-bromophenyl)-2-[[2-chloro-4-[[(3-hydroxyb... As a reaction SMILES: [C:1]([C:4]1[CH:5]=[C:6]2[C:11](=[CH:12][CH:13]=1)[NH:10][C:9](=[O:14])[CH2:8][CH2:7]2)([OH:3])=[O:2].O[N:16]1[C:20](=[O:21])[CH2:19][CH2:18][C:17]1=[O:22].C1(N=C=NC2CCCCC2)CCCCC1>O1CCOCC1>[NH:10]1[C:11]2[C:6](=[CH:5][C:4]([C:1]([OH:3])=[O:2])=[CH:13][CH:12]=2)[CH2:7][CH2:8][C:9]1=[O:14].[C:17]1(=[O:22])[NH:16][C:20](=[O:21])[CH2:19][CH2:18]1 |f:4.5|. The product is N1C(=O)CCC2=CC(=CC=C12)C(=O)O.C1(CCC(N1)=O)=O (succinimide 3,4-dihydrocarbostyril-6-carboxylate). The reactants are C(=O)(O)C=1C=C2CCC(NC2=CC1)=O (6-carboxy-3,4-dihydrocarbostyril), ON1C(CCC1=O)=O (N-hydroxysuccinimide), C1(CCCCC1)N=C=NC1CCCCC1 (dicyclohexylcarbodiimide). Solvent: O1CCOCC1 (dioxane), O1CCOCC1 (dioxane). Reported procedure: 10 Grams of 6-carboxy-3,4-dihydrocarbostyril and 6.0 g of N-hydroxysuccinimide were suspended in 200 ml of dioxane. Then a solution containing 12.4 g of dicyclohexylcarbodiimide in 50 ml of dioxane was added dropwise thereto under ice-cooled condition with stirring. The reaction mixture was further stirred for 4 hours at 90° C. After the reaction was completed, the reaction mixture was allowed to stand to cool at room temperature, and the crystals precipitated were removed by filtration, then th... The reactants are C1(=CC=CC=C1)[C@@H](C)NC(=O)C1=CC(=C(C=C1)C)C1=CC=C(C=C1)OC (N-((1R)-1-phenylethyl)[3-(4-methoxyphenyl)-4-methylphenyl]carboxamide), CC(C)C[AlH]CC(C)C (DIBAL-H). The solvent is C1(=CC=CC=C1)C (toluene). Yields the product C1(=CC=CC=C1)[C@@H](C)NCC1=CC(=C(C=C1)C)C1=CC=C(C=C1)OC (((1R)-1-phenylethyl){[3-(4-methoxyphenyl)-4-methylphenyl]methyl}amine), C1(=CC=CC=C1)[C@@H](C)NCC=1C=CC(=C(C1)C1=CC=C(C=C1)O)C (4-(5-{[((1R)-1-phenylethyl)amino]methyl}-2-methylphenyl)phenol). Reaction SMILES: [C:1]1([C@H:7]([NH:9][C:10]([C:12]2[CH:17]=[CH:16][C:15]([CH3:18])=[C:14]([C:19]3[CH:24]=[CH:23][C:22]([O:25][CH3:26])=[CH:21][CH:20]=3)[CH:13]=2)=O)[CH3:8])[CH:6]=[CH:5][CH:4]=[CH:3][CH:2]=1.CC(C[AlH]CC(C)C)C>C1(C)C=CC=CC=1>[C:1]1([C@H:7]([NH:9][CH2:10][C:12]2[CH:17]=[CH:16][C:15]([CH3:18])=[C:14]([C:19]3[CH:24]=[CH:23][C:22]([O:25][CH3:26])=[CH:21][CH:20]=3)[CH:13]=2)[CH3:8])[CH:2]=[CH:3][CH:4]=[CH:5][CH:6]=1.[C:1]1([C@H:7]([NH:9][CH2:10][C:12]2[CH:17]=[CH:16][C:15]([CH3:18])=[C:14]([C:19]3[CH:20]=[CH:21][C:22]([OH:25])=[CH:23][CH:24]=3)[CH:13]=2)[CH3:8])[CH:2]=[CH:3][CH:4]=[CH:5][CH:6]=1. Reported procedure: To a solution of N-((1R)-1-phenylethyl)[3-(4-methoxyphenyl)-4-methylphenyl]carboxamide (0.12 g, 0.34 mmol) in 10 mL of toluene was added DIBAL-H (1 mL, 1.5 mmol). The reaction was then heated to 100 C for 16 hours and cooled to RT. The reaction was quenched with 5 mL of 2N NaOH aq. soln. 100 mL of CH2Cl2 was used to extract the product. The organic phase was washed with 30 mL of brine, dried over Na2SO3 and concentrated in vacuo. The desired products were separated by silica gel column chromatog... The reactants are [OH-].[Na+] (NaOH), O (water), CC(=CCOC1=CC=C(OC(C#N)C)C=C1)C (2-[4-(3-methyl-2-butenoxy)phenoxy]propionitrile), [H-].[Al+3].[Li+].[H-].[H-].[H-] (lithium aluminum hydride), O (water). Solvent: CCOCC (ether). Conditions: time 18 hour. Yields the product CC(=CCOC1=CC=C(OC(CN)C)C=C1)C (2-[4-(3-methyl-2-butenoxy)phenoxy]propylamine). Reaction SMILES: [CH3:1][C:2]([CH3:17])=[CH:3][CH2:4][O:5][C:6]1[CH:16]=[CH:15][C:9]([O:10][CH:11]([CH3:14])[C:12]#[N:13])=[CH:8][CH:7]=1.[H-].[Al+3].[Li+].[H-].[H-].[H-].O.[OH-].[Na+]>CCOCC>[CH3:17][C:2]([CH3:1])=[CH:3][CH2:4][O:5][C:6]1[CH:7]=[CH:8][C:9]([O:10][CH:11]([CH3:14])[CH2:12][NH2:13])=[CH:15][CH:16]=1 |f:1.2.3.4.5.6,8.9|. Procedure: To 2-[4-(3-methyl-2-butenoxy)phenoxy]propionitrile (2.0 g, 8.6 mmol) in 20 ml of ether is added lithium aluminum hydride (0.328 g, 8.6 mmol) in portions at 5°. After the addition, the reaction mixture is slowly warmed to RT and stirred for 18 hours. The reaction is worked up by cooling to 5° and by adding 0.33 ml of water, followed by 0.33 ml of 15% NaOH and 1 ml of water, with vigorous stirring. The solid is filtered off and the filtrate is washed with brine and dried over calcium sulfate. The ... Starting materials: C(C)(=O)O (acetic acid), S(O)(O)(=O)=O (sulfuric acid), O1CCC2=C1C=CC(=C2)CC(=S)N2CCOCC2 (2,3-dihydrobenzofuran-5-ylthioacetic acid morpholide). The solvent is O (water), O (water). Product: O1CCC2=C1C=CC(=C2)CC(=O)O (2,3-dihydrobenzofuran-5-ylacetic acid). RXN SMILES: [O:1]1[C:5]2[CH:6]=[CH:7][C:8](CC(N3CCOCC3)=S)=[CH:9][C:4]=2[CH2:3][CH2:2]1.[C:19]([OH:22])(=[O:21])[CH3:20].S(=O)(=O)(O)O>O>[O:1]1[C:5]2[CH:6]=[CH:7][C:8]([CH2:20][C:19]([OH:22])=[O:21])=[CH:9][C:4]=2[CH2:3][CH2:2]1. Procedure: 2,3-dihydrobenzofuran-5-ylthioacetic acid morpholide (5.0 g) was heated at reflux in a solution of acetic acid (20 ml), concentrated sulfuric acid (3.0 ml) and water (4.5 ml). After 3 hours the reaction mixture was cooled and added to water. The product was extracted with ethyl acetate and the combined extracts washed five times with water. The organic solution was then extracted with aqueous saturated sodium bicarbonate solution. The aqueous solution was then acidified and extracted with ethyl ... Starting materials: ClC1=C2C(=NC=C1)OC1(C2)CN2CCC1CC2 (4′-chlorospiro[1-azabicyclo[2.2.2]octane-3,2′(3′H)-furo[2,3-b]pyridine]), C(CN)N (ethylenediamine). Conditions: time 4 day. The product is NCCNC1=C2C(=NC=C1)OC1(C2)CN2CCC1CC2 (4′-(N-2-Aminoethyl)aminospiro[1-azabicyclo[2.2.2]octane-3,2′(3′H)-furo[2,3-b]pyridine]). Reaction SMILES: Cl[C:2]1[CH:7]=[CH:6][N:5]=[C:4]2[O:8][C:9]3([CH:15]4[CH2:16][CH2:17][N:12]([CH2:13][CH2:14]4)[CH2:11]3)[CH2:10][C:3]=12.[CH2:18]([NH2:21])[CH2:19][NH2:20]>>[NH2:20][CH2:19][CH2:18][NH:21][C:2]1[CH:7]=[CH:6][N:5]=[C:4]2[O:8][C:9]3([CH:15]4[CH2:16][CH2:17][N:12]([CH2:13][CH2:14]4)[CH2:11]3)[CH2:10][C:3]=12. Reported procedure: A solution of 74 mg (0.295 mmol) of 4′-chlorospiro[1-azabicyclo[2.2.2]octane-3,2′(3′H)-furo[2,3-b]pyridine] in 10 mL of ethylenediamine was heated to reflux under a nitrogen atmosphere and stirred for 4 days. Upon cooling to ambient temperature, the solvent was removed in vacuo. The residue was dissolved in 20 mL of saturated aqueous sodium carbonate and extracted with chloroform (3×25 mL). The combined organic extract was dried over anhydrous magnesium sulfate and concentrated in vacuo to give ... Starting materials: ClC1=CC=C(C=C1)N1/C(/SCC1)=N/[H] ((2Z)-3-(4-chlorophenyl)-1,3-thiazolidin-2-imine), C(=O)(N1C=NC=C1)N1C=NC=C1 (carbonyldiimidazole). The solvent is O1CCCC1 (tetrahydrofuran), ClCCl (dichloromethane). The product is ClC1=CC=C(C=C1)N1/C(/SCC1)=N/C(=O)N1C=NC=C1 (N-[(2Z)-3-(4-chlorophenyl)-1,3-thiazolidin-2-ylidene]-1H-imidazole-1-carboxamide). RXN SMILES: [Cl:1][C:2]1[CH:7]=[CH:6][C:5]([N:8]2[CH2:12][CH2:11][S:10]/[C:9]/2=[N:13]\[H])=[CH:4][CH:3]=1.[C:15](N1C=CN=C1)([N:17]1[CH:21]=[CH:20][N:19]=[CH:18]1)=[O:16]>O1CCCC1.ClCCl>[Cl:1][C:2]1[CH:7]=[CH:6][C:5]([N:8]2[CH2:12][CH2:11][S:10]/[C:9]/2=[N:13]\[C:15]([N:17]2[CH:21]=[CH:20][N:19]=[CH:18]2)=[O:16])=[CH:4][CH:3]=1. Reported procedure: (2Z)-3-(4-Chlorophenyl)-1,3-thiazolidin-2-imine (233 mg, 1.095 mmol, Example 24A) and carbonyldiimidazole (195 mg, 1.205 mmol) in dry tetrahydrofuran were heated at 65° C. After 14 hours the reaction mixture cooled down, diluted with 75 mL of dichloromethane, and washed successively with sodium bicarbonate (50 mL) water and brine (50 mL), dried over magnesium sulfate and concentrated under reduced pressure to give the title compound.